Dataset: the Open Reaction Database (ORD), a public repository of structured organic reaction records. Task: describe an organic reaction: reactants, conditions, products, and yield Reactants: C[N+](C)(C)C[C@@H](CC#N)O.[Cl-] (L-carnitine nitrile chloride), C[N+](C)(C)CC(CC(=O)O)O.[Cl-] (L-carnitine chloride), C[N+](C)(C)CC(=O)O (betaine). Run in Cl (hydrochloric acid). Product: O[C@@H](C[N+](C)(C)C)CC([O-])=O (L-carnitine). RXN SMILES: C[N+](C[C@H](O)CC#N)(C)C.[Cl-].C[N+](CC(O)=O)(C)C.[CH3:20][N+:21]([CH2:24][CH:25]([OH:30])[CH2:26][C:27]([OH:29])=[O:28])([CH3:23])[CH3:22].[Cl-]>Cl>[OH:30][C@H:25]([CH2:26][C:27](=[O:28])[O-:29])[CH2:24][N+:21]([CH3:23])([CH3:20])[CH3:22] |f:0.1,3.4|. Procedure details: 13.5 kg L-carnitine nitrile chloride was dissolved in 22 liters concentrated hydrochloric acid and hydrolyzed to L-carnitine chloride, as described in Example 2. It was subsequently reacted to betaine in the highly basic ion exchanger (Amberlite IRA-416). After appropriate reprocessing, 11.1 kg colorless L-carnitine with (α)D20 =-30.8° and an HPLC concentration of 99.7% was isolated.